From a dataset of the Open Reaction Database (ORD), a public repository of structured organic reaction records. describe an organic reaction: reactants, conditions, products, and yield The reactants are CCOC(C)=O, C1CCOC1, CCCCCC, CCN(C(C)C)C(C)C, Clc1ccc(N2CCNCC2)cc1, FC(F)(F)c1ccc2nc(CCl)cn2c1, Cl, Cl. The product is FC(F)(F)c1ccc2nc(CN3CCN(c4ccc(Cl)cc4)CC3)cn2c1. RXN SMILES: [C:51]([O:52][CH2:53][CH3:54])(=[O:55])[CH3:56].[CH2:40]1[O:41][CH2:42][CH2:43][CH2:44]1.[CH3:45][CH2:46][CH2:47][CH2:48][CH2:49][CH3:50].[CH:31]([N:32]([CH:33]([CH3:34])[CH3:35])[CH2:36][CH3:37])([CH3:38])[CH3:39].[Cl:18][c:19]1[cH:20][cH:21][c:22]([N:25]2[CH2:26][CH2:27][NH:28][CH2:29][CH2:30]2)[cH:23][cH:24]1.[Cl:1][CH2:2][c:3]1[n:4][c:5]2[n:6]([cH:7][c:8]([C:11]([F:12])([F:13])[F:14])[cH:9][cH:10]2)[cH:15]1.[ClH:16].[ClH:17]>>[CH2:2]([c:3]1[n:4][c:5]2[n:6]([cH:7][c:8]([C:11]([F:12])([F:13])[F:14])[cH:9][cH:10]2)[cH:15]1)[N:28]1[CH2:27][CH2:26][N:25]([c:22]2[cH:21][cH:20][c:19]([Cl:18])[cH:24][cH:23]2)[CH2:30][CH2:29]1. Starting materials: O=C([O-])[O-], CCCCOCN(Cc1ccccc1)C[Si](C)(C)C, ClCCl, O=C1C=CC(c2cccc(Cl)c2)(c2cccc(Cl)c2)CC1, [K+], [K+], O=C(O)C(F)(F)F. Yields the product O=C1CCC(c2cccc(Cl)c2)(c2cccc(Cl)c2)C2CN(Cc3ccccc3)CC12. As a reaction SMILES: [C:48](=[O:49])([O-:50])[O-:51].[CH2:29]([O:30][CH2:34][N:35]([CH2:36][Si:31]([CH3:32])([CH3:33])[CH3:37])[CH2:41][c:42]1[cH:43][cH:44][cH:45][cH:46][cH:47]1)[CH2:38][CH2:39][CH3:40].[Cl:54][CH2:55][Cl:56].[Cl:8][c:9]1[cH:10][c:11]([C:15]2([c:22]3[cH:23][c:24]([Cl:28])[cH:25][cH:26][cH:27]3)[CH:16]=[CH:17][C:18](=[O:21])[CH2:19][CH2:20]2)[cH:12][cH:13][cH:14]1.[K+:52].[K+:53].[OH:1][C:2]([C:3]([F:4])([F:5])[F:6])=[O:7]>>[Cl:8][c:9]1[cH:10][c:11]([C:15]2([c:22]3[cH:23][c:24]([Cl:28])[cH:25][cH:26][cH:27]3)[CH:16]3[CH:17]([C:18](=[O:21])[CH2:19][CH2:20]2)[CH2:36][N:35]([CH2:41][c:42]2[cH:43][cH:44][cH:45][cH:46][cH:47]2)[CH2:34]3)[cH:12][cH:13][cH:14]1. Reactants: OC(C(C(=O)OCC1=CC=CC=C1)CC1=CC(=CC=C1)OC(C(F)F)(F)F)C1=CC=C(C=C1)C(=O)OC (benzyl (2RS,3RS)-3-hydroxy-3-[4-(methoxycarbonyl)phenyl]-2-[3-(1,1,2,2-tetrafluoroethoxy)benzyl]propionate). Reagents/catalysts: [Pd] (palladium/carbon). The solvent is C(C)O (ethanol). The product is OC(C(C(=O)O)CC1=CC(=CC=C1)OC(C(F)F)(F)F)C1=CC=C(C=C1)C(=O)OC ((2RS,3RS)-3-hydroxy-3-[4-(methoxycarbonyl)phenyl]-2-[3-(1,1,2,2-tetrafluoroethoxy)benzyl]propionic acid). Reaction SMILES: [OH:1][CH:2]([C:28]1[CH:33]=[CH:32][C:31]([C:34]([O:36][CH3:37])=[O:35])=[CH:30][CH:29]=1)[CH:3]([CH2:14][C:15]1[CH:20]=[CH:19][CH:18]=[C:17]([O:21][C:22]([F:27])([F:26])[CH:23]([F:25])[F:24])[CH:16]=1)[C:4]([O:6]CC1C=CC=CC=1)=[O:5]>C(O)C.[Pd]>[OH:1][CH:2]([C:28]1[CH:33]=[CH:32][C:31]([C:34]([O:36][CH3:37])=[O:35])=[CH:30][CH:29]=1)[CH:3]([CH2:14][C:15]1[CH:20]=[CH:19][CH:18]=[C:17]([O:21][C:22]([F:27])([F:26])[CH:23]([F:25])[F:24])[CH:16]=1)[C:4]([OH:6])=[O:5]. Procedure: A solution of benzyl (2RS,3RS)-3-hydroxy-3-[4-(methoxycarbonyl)phenyl]-2-[3-(1,1,2,2-tetrafluoroethoxy)benzyl]propionate (69.90 g, 134.3 mmol) in ethanol (200 ml) was hydrogenated overnight using 10% palladium/carbon (containing water by 50%). (5 g) as a catalyst under normal pressure. The catalyst was removed by filtration, washed with ethanol, and the solvent of the recovered filtrate was evaporated under reduced pressure to give crude (2RS,3RS)-3-hydroxy-3-[4-(methoxycarbonyl)phenyl]-2-[3-(1,... Starting materials: C1CCOC1, O=[N+]([O-])c1ccc(OCCCn2ccnn2)cc1. The product is Nc1ccc(OCCCn2ccnn2)cc1. As a reaction SMILES: [CH2:19]1[O:20][CH2:21][CH2:22][CH2:23]1.[N+:1]([O-:2])(=[O:3])[c:4]1[cH:5][cH:6][c:7]([O:8][CH2:9][CH2:10][CH2:11][n:12]2[n:13][n:14][cH:15][cH:16]2)[cH:17][cH:18]1>>[NH2:1][c:4]1[cH:5][cH:6][c:7]([O:8][CH2:9][CH2:10][CH2:11][n:12]2[n:13][n:14][cH:15][cH:16]2)[cH:17][cH:18]1. Starting materials: CN (Methylamine), C[Si](C)(C)[N-][Si](C)(C)C.[Li+] (lithium bis(trimethylsilyl)amide), NC1=NC=C(C=C1Br)F (2-Amino-3-bromo-5-fluoropyridine). Reagents/catalysts: CC(C)C1=CC(=C(C(=C1)C(C)C)C2=C(C=CC(=C2P(C3CCCCC3)C4CCCCC4)OC)OC)C(C)C.C1=CC=C([C-]=C1)CCN.Cl[Pd+] (BrettPhos Precatalyst). Run at time 3.5 hour. The product is FC=1C=C(C(=NC1)N)NC (5-fluoro-N3-methylpyridine-2,3-diamine). Isolated yield 59.7%. RXN SMILES: [NH2:1][C:2]1[C:7](Br)=[CH:6][C:5]([F:9])=[CH:4][N:3]=1.[CH3:10][NH2:11].C[Si]([N-][Si](C)(C)C)(C)C.[Li+]>CC(C1C=C(C(C)C)C(C2C(P(C3CCCCC3)C3CCCCC3)=C(OC)C=CC=2OC)=C(C(C)C)C=1)C.C1C=[C-]C(CCN)=CC=1.Cl[Pd+]>[F:9][C:5]1[CH:6]=[C:7]([NH:11][CH3:10])[C:2]([NH2:1])=[N:3][CH:4]=1 |f:2.3,4.5.6|. Procedure details: 2-Amino-3-bromo-5-fluoropyridine (1.127 g, 5.90 mmol) and BrettPhos Precatalyst (0.141 g, 0.177 mmol) were mixed under an argon atmosphere. Methylamine (2.0 M in THF, 4.43 ml, 8.85 mmol) and lithium bis(trimethylsilyl)amide (1.0 M in THF, 14.75 ml, 14.75 mmol) were added slowly via syringe, and the reaction mixture was stirred at room temperature for 3.5 h. The reaction mixture was quenched with saturated aqueous ammonium chloride and extracted three times with a 9:1 mixture of DCM to MeOH. The ... Reactants: amine, C(C=C)N1C[C@@H](N(C[C@H]1C)[C@@H](C1=CC(=CC=C1)O[Si](C)(C)C(C)(C)C)C=1C=C(C(=O)Cl)C=CC1)C (3-((αR)-α-((2S,5R)-4-allyl-2,5-dimethyl-1-piperazinyl)-3-(tert-butyldimethylsilyloxy)benzyl)benzoyl chloride), C(C1=CC=CC=C1)NC (N-benzyl-N-methylamine), C(C1=CC=CC=C1)(=O)N (Benzamide), Cl (hydrogen chloride), C (CH4), 330, 153. Run in C(C)O (ethanol), C(C)O (ethanol). The product is Cl.C(C1=CC=CC=C1)N(C(C1=CC=CC=C1)=O)C (N-benzyl-N-methylbenzamide monohydrochloride). RXN SMILES: C(N1[C@H:9]([CH3:10])[CH2:8][N:7]([C@H:11]([C:26]2[CH:27]=[C:28]([CH:32]=[CH:33][CH:34]=2)C([Cl:31])=O)C2C=CC=C(O[Si](C(C)(C)C)(C)C)C=2)[C@@H:6](C)C1)C=C.[CH2:36](NC)[C:37]1C=CC=[CH:39][CH:38]=1.C(N)(=[O:52])C1C=CC=CC=1.C.Cl>C(O)C>[ClH:31].[CH2:11]([N:7]([CH3:6])[C:8](=[O:52])[C:9]1[CH:10]=[CH:39][CH:38]=[CH:37][CH:36]=1)[C:26]1[CH:34]=[CH:33][CH:32]=[CH:28][CH:27]=1 |f:6.7|. Procedure details: This compound was prepared from 3-((αR)-α-((2S,5R)-4-allyl-2,5-dimethyl-1-piperazinyl)-3-(tert-butyldimethylsilyloxy)benzyl)benzoyl chloride and N-benzyl-N-methylamine by the Benzamide Formation Method described in Example 9. NMR (300 MHz, DMSO-d6, 121° C.): δ0.93 (d, J=6.2 Hz, 3H) 1.06 (d, J=6.2 Hz, 3H); 1.96 (dd, J1 =6.7 Hz, J2 =11.0 Hz, 1H); 2.12 (dd, J1 =7.0 Hz, J2 =11.0 Hz, 1H); 2.58 (dd, J1 =2.9 Hz, J2 =11.4 Hz, 1H); 2.67-2.84 (m, 3H); 2.86 (s, 3H); 2.89 (dd, J1 =6.6 Hz, J2 =13.5 Hz, 1H); ... Reactants: C([C@@H]1[C@H]([C@@H]([C@H]([C@H](O1)O[C@]2([C@H]([C@@H]([C@H](O2)CO)O)O)CO)O)O)O)O (saccharose), [OH-].[K+] (KOH), C(C=C)(=O)O (acrylic acid), C(C(=C)C)(=O)OCCO (2-hydroxyethyl methacrylate), C(C)(=O)C1=CC=CC=C1 (acetophenone). The solvent is O (water). The product is C(C)OC(C(=O)C1=CC=CC=C1)C1=CC=CC=C1 (2-ethoxy-2-phenyl acetophenone). Reaction SMILES: [OH-].[K+].[C:3](O)(=O)[CH:4]=C.C(O)[C@H]1O[C@H:13]([O:15][C@:16]2([CH2:25][OH:26])O[C@H:19]([CH2:21]O)[C@@H:18](O)[C@@H:17]2O)[C@H:12](O)[C@@H](O)[C@@H]1O.C(OCCO)(=O)C(C)=C.C([C:43]1[CH:48]=[CH:47][CH:46]=[CH:45][CH:44]=1)(=O)C>O>[CH2:13]([O:15][CH:16]([C:17]1[CH:18]=[CH:19][CH:21]=[CH:4][CH:3]=1)[C:25]([C:43]1[CH:48]=[CH:47][CH:46]=[CH:45][CH:44]=1)=[O:26])[CH3:12] |f:0.1|. Reported procedure: The powdered KOH is added slowly to the acrylic acid and the saccharose and water in a reaction flask kept in an ice-water bath. The temperature is kept between 40° and 50° C. After neutralization, the pH-value of the resulting solution is adjusted to 7.8. Then 2-hydroxyethyl methacrylate and the acetophenone are added. The mixture is then poured into the polymerization trough and polymerization is effected by UV-radiation at a bath temperature of 50° C. and a reaction temperature of 60° C. The ... Reactants: [N+](=O)([O-])C1=CC=C(C(=C1)C)S(=O)(=O)NC=1C=C(C=C2C=C(C=C(C12)S(=O)(=O)O)S(=O)(=O)O)S(=O)(=O)O (8-(5-nitro-o-toluenesulfonamido)-1,3,6-naphthalenetrisulfonic acid), C1=CC(=CC=C1N=NC2C(=NN(C2=O)C3=CC=C(C=C3)S(=O)(=O)[O-])C(=O)[O-])S(=O)(=O)[O-].[Na+].[Na+].[Na+] (trisodium salt). The reagents and catalysts are [Pd] (palladium on carbon). The solvent is O (water). Run at time 2 hour. Yields the product NC1=CC=C(C(=C1)C)S(=O)(=O)NC=1C=C(C=C2C=C(C=C(C12)S(=O)(=O)O)S(=O)(=O)O)S(=O)(=O)O (8-(5-amino-o-toluenesulfonamido)-1,3,6-naphthalenetrisulfonic acid). The yield is 79.1%. Reaction SMILES: [N+:1]([C:4]1[CH:9]=[C:8]([CH3:10])[C:7]([S:11]([NH:14][C:15]2[CH:16]=[C:17]([S:33]([OH:36])(=[O:35])=[O:34])[CH:18]=[C:19]3[C:24]=2[C:23]([S:25]([OH:28])(=[O:27])=[O:26])=[CH:22][C:21]([S:29]([OH:32])(=[O:31])=[O:30])=[CH:20]3)(=[O:13])=[O:12])=[CH:6][CH:5]=1)([O-])=O.C1C(N=NC2C(=O)N(C3C=CC(S([O-])(=O)=O)=CC=3)N=C2C([O-])=O)=CC=C(S([O-])(=O)=O)C=1.[Na+].[Na+].[Na+]>[Pd].O>[NH2:1][C:4]1[CH:9]=[C:8]([CH3:10])[C:7]([S:11]([NH:14][C:15]2[CH:16]=[C:17]([S:33]([OH:36])(=[O:35])=[O:34])[CH:18]=[C:19]3[C:24]=2[C:23]([S:25]([OH:28])(=[O:27])=[O:26])=[CH:22][C:21]([S:29]([OH:32])(=[O:30])=[O:31])=[CH:20]3)(=[O:13])=[O:12])=[CH:6][CH:5]=1 |f:1.2.3.4|. Reported procedure: A mixture of 20.0 g of 8-(5-nitro-o-toluenesulfonamido)-1,3,6-naphthalenetrisulfonic acid, trisodium salt, 90.0 ml of water and 2.0 g of 10% palladium on carbon catalyst is hydrogenated as described in Example 1. The reaction mixture is filtered through diatomaceous earth and the filtrate is evaporated. The residue is dissolved in a minimum amount of water, then is added dropwise to 800 ml of stirred absolute ethanol. The mixture is stirred for 2 hours and allowed to stand for 48 hours. A light ... The reactants are C(#N)C1=CC=C(C(=O)Cl)C=C1 (4-Cyanobenzoyl chloride), [S-]C#N.[NH4+] (ammonium thiocyanate), CC(=O)C (acetone). Reaction conditions: time 2 hour. The product is C(#N)C1=CC=C(C(=O)NC(=S)NCCC2=CC=CC=C2)C=C1 (1-(4-cyanobenzoyl)-3-(2-phenylethyl)thiourea). RXN SMILES: [C:1]([C:3]1[CH:11]=[CH:10][C:6]([C:7](Cl)=[O:8])=[CH:5][CH:4]=1)#[N:2].[S-:12][C:13]#[N:14].[NH4+:15].[CH3:16][C:17]([CH3:19])=O>>[C:1]([C:3]1[CH:11]=[CH:10][C:6]([C:7]([NH:14][C:13]([NH:15][CH2:16][CH2:17][C:19]2[CH:10]=[CH:11][CH:3]=[CH:4][CH:5]=2)=[S:12])=[O:8])=[CH:5][CH:4]=1)#[N:2] |f:1.2|. Procedure details: 4-Cyanobenzoyl chloride (12.5 g) was added to a solution of ammonium thiocyanate (5.8 g) in acetone (125 ml) at room temperature, followed by heating under reflux for 15 minutes. The reaction mixture was ice-cooled, and after removal of the insoluble substance by filtration, the filtrate was evaporated under reduced pressure. To the resulting residue were added toluene (125 ml) and 2-phenylethylamine (10.4 g) successively, followed by stirring for 2 hours. The reaction mixture was concentrated u...